describe an organic reaction: reactants, conditions, products, and yield From a dataset of the Open Reaction Database (ORD), a public repository of structured organic reaction records. Reactants: O=C([O-])[O-], CCCS(=O)(=O)Nc1cccc(C(O)c2c[nH]c3ncncc23)c1F, [K+], [K+], [Na+], [Na+], C1CCOC1, O=S([O-])([O-])=S. The product is CCCS(=O)(=O)Nc1cccc(C(=O)c2c[nH]c3ncncc23)c1F. RXN SMILES: [C:33](=[O:34])([O-:35])[O-:36].[F:1][c:2]1[c:3]([NH:19][S:20](=[O:21])(=[O:22])[CH2:23][CH2:24][CH3:25])[cH:4][cH:5][cH:6][c:7]1[CH:8]([c:9]1[cH:10][nH:11][c:12]2[n:13][cH:14][n:15][cH:16][c:17]12)[OH:18].[K+:37].[K+:38].[Na+:31].[Na+:32].[O:39]1[CH2:40][CH2:41][CH2:42][CH2:43]1.[S:26]([O-:27])([O-:28])(=[O:29])=[S:30]>>[F:1][c:2]1[c:3]([NH:19][S:20](=[O:21])(=[O:22])[CH2:23][CH2:24][CH3:25])[cH:4][cH:5][cH:6][c:7]1[C:8]([c:9]1[cH:10][nH:11][c:12]2[n:13][cH:14][n:15][cH:16][c:17]12)=[O:18].